This data is from the Open Reaction Database (ORD), a public repository of structured organic reaction records. The task is: describe an organic reaction: reactants, conditions, products, and yield The product is O=C(O)c1ccc(C(F)(F)F)n(-c2ccc(F)cc2)c1=O. Starting materials: N#Cc1ccc(C(F)(F)F)n(-c2ccc(F)cc2)c1=O, [Na+], [OH-], O=S(=O)(O)O. RXN SMILES: [F:1][c:2]1[cH:3][cH:4][c:5](-[n:8]2[c:9](=[O:20])[c:10]([C:18]#[N:19])[cH:11][cH:12][c:13]2[C:14]([F:15])([F:16])[F:17])[cH:6][cH:7]1.[Na+:22].[OH-:21].[S:23]([OH:24])(=[O:25])(=[O:26])[OH:27]>>[F:1][c:2]1[cH:3][cH:4][c:5](-[n:8]2[c:9](=[O:20])[c:10]([C:18](=[O:21])[OH:24])[cH:11][cH:12][c:13]2[C:14]([F:15])([F:16])[F:17])[cH:6][cH:7]1. As a reaction SMILES: [C:13](=[O:14])([c:15]1[nH:16][cH:17][cH:18][n:19]1)[c:20]1[nH:21][cH:22][cH:23][n:24]1.[CH2:53]1[O:54][CH2:55][CH2:56][CH2:57]1.[CH:44]([N:45]([CH:46]([CH3:47])[CH3:48])[CH2:49][CH3:50])([CH3:51])[CH3:52].[ClH:25].[NH2:26][CH:27]([C:28](=[O:29])[O:30][C:31]([CH3:32])([CH3:33])[CH3:34])[CH2:35][NH:36][C:37](=[O:38])[O:39][C:40]([CH3:41])([CH3:42])[CH3:43].[OH:1][CH2:2][C:3]12[CH2:4][CH:5]3[CH2:6][CH:7]([CH2:8][CH:9]([CH2:10]1)[CH2:11]3)[CH2:12]2>>[O:1]([CH2:2][C:3]12[CH2:4][CH:5]3[CH2:6][CH:7]([CH2:8][CH:9]([CH2:10]1)[CH2:11]3)[CH2:12]2)[C:13](=[O:14])[NH:26][CH:27]([C:28](=[O:29])[O:30][C:31]([CH3:32])([CH3:33])[CH3:34])[CH2:35][NH:36][C:37](=[O:38])[O:39][C:40]([CH3:41])([CH3:42])[CH3:43]. Product: CC(C)(C)OC(=O)NCC(NC(=O)OCC12CC3CC(CC(C3)C1)C2)C(=O)OC(C)(C)C. The reactants are O=C(c1ncc[nH]1)c1ncc[nH]1, C1CCOC1, CCN(C(C)C)C(C)C, Cl, CC(C)(C)OC(=O)NCC(N)C(=O)OC(C)(C)C, OCC12CC3CC(CC(C3)C1)C2.